Dataset: the Open Reaction Database (ORD), a public repository of structured organic reaction records. Task: describe an organic reaction: reactants, conditions, products, and yield The reactants are N1=C(C=CC=C1)CC=1C(NC(NC1)=S)=O (5-(2-pyridylmethyl)-2-thiouracil), CI (methyl iodide), [OH-].[Na+] (sodium hydroxide), C(C)(=O)O (acetic acid). The solvent is O (water), C(C)O (ethanol). The product is N1=C(C=CC=C1)CC=1C(NC(=NC1)SC)=O (5-(2-pyridylmethyl)-2-methylthio-4-pyrimidone). Reaction SMILES: [N:1]1[CH:6]=[CH:5][CH:4]=[CH:3][C:2]=1[CH2:7][C:8]1[C:9](=[O:15])[NH:10][C:11](=[S:14])[NH:12][CH:13]=1.CI.[OH-].[Na+].[C:20](O)(=O)C>O.C(O)C>[N:1]1[CH:6]=[CH:5][CH:4]=[CH:3][C:2]=1[CH2:7][C:8]1[C:9](=[O:15])[NH:10][C:11]([S:14][CH3:20])=[N:12][CH:13]=1 |f:2.3|. Procedure details: A solution of 5-(2-pyridylmethyl)-2-thiouracil (6.6 g), methyl iodide (4.3 g) and sodium hydroxide (2.5 g) in water (100 ml) and ethanol (100 ml) was stirred at 70° for 30 minutes, allowed to cool and glacial acetic acid added to pH5. The solution was partially evaporated and cooled in an ice-bath. The precipitate was filtered off and recrystalled from ethanol to give 5-(2-pyridylmethyl)-2-methylthio-4-pyrimidone, m.p. 195°-197.5°.